This data is from the Open Reaction Database (ORD), a public repository of structured organic reaction records. The task is: describe an organic reaction: reactants, conditions, products, and yield The reactants are O=C(OO)c1cccc(Cl)c1, ClCCl, CC(O)(C(=O)Nc1ccc(Sc2ccccc2)cc1F)C(F)(F)F. As a reaction SMILES: [Cl:1][c:2]1[cH:3][cH:4][cH:5][c:6]([C:7]([O:8][OH:10])=[O:9])[cH:11]1.[Cl:36][CH2:37][Cl:38].[F:12][c:13]1[c:14]([NH:26][C:27]([C:28]([C:29]([F:30])([F:31])[F:32])([CH3:33])[OH:34])=[O:35])[cH:15][cH:16][c:17]([S:19][c:20]2[cH:21][cH:22][cH:23][cH:24][cH:25]2)[cH:18]1>>[O:9]=[S:19]([c:17]1[cH:16][cH:15][c:14]([NH:26][C:27]([C:28]([C:29]([F:30])([F:31])[F:32])([CH3:33])[OH:34])=[O:35])[c:13]([F:12])[cH:18]1)[c:20]1[cH:21][cH:22][cH:23][cH:24][cH:25]1. The product is CC(O)(C(=O)Nc1ccc(S(=O)c2ccccc2)cc1F)C(F)(F)F. Reactants: C=CCOc1ccc(C2C(OCc3cc(OC)c4ccccc4c3)CN(C(=O)OC(C)(C)C)CC2OCC(O)COC)cc1, C1CCOC1. Yields the product COCC(O)COC1CN(C(=O)OC(C)(C)C)CC(OCc2cc(OC)c3ccccc3c2)C1c1ccc(O)cc1. RXN SMILES: [C:1]([CH3:2])([CH3:3])([CH3:4])[O:5][C:6](=[O:7])[N:8]1[CH2:9][CH:10]([O:38][CH2:39][CH:40]([CH2:41][O:42][CH3:43])[OH:44])[CH:11]([c:28]2[cH:29][cH:30][c:31]([O:34][CH2:35][CH:36]=[CH2:37])[cH:32][cH:33]2)[CH:12]([O:14][CH2:15][c:16]2[cH:17][c:18]3[cH:19][cH:20][cH:21][cH:22][c:23]3[c:24]([O:26][CH3:27])[cH:25]2)[CH2:13]1.[O:45]1[CH2:46][CH2:47][CH2:48][CH2:49]1>>[C:1]([CH3:2])([CH3:3])([CH3:4])[O:5][C:6](=[O:7])[N:8]1[CH2:9][CH:10]([O:38][CH2:39][CH:40]([CH2:41][O:42][CH3:43])[OH:44])[CH:11]([c:28]2[cH:29][cH:30][c:31]([OH:34])[cH:32][cH:33]2)[CH:12]([O:14][CH2:15][c:16]2[cH:17][c:18]3[cH:19][cH:20][cH:21][cH:22][c:23]3[c:24]([O:26][CH3:27])[cH:25]2)[CH2:13]1.